Dataset: the Open Reaction Database (ORD), a public repository of structured organic reaction records. Task: describe an organic reaction: reactants, conditions, products, and yield The reactants are ClC1=CC(=NC=N1)NCC(C)C1=C(C=CC=C1)OC (6-chloro-N-(2-(2-methoxyphenyl)propyl)pyrimidin-4-amine), CN1CCN(CC1)C1=NC=C(C=C1)B1OC(C(O1)(C)C)(C)C (1-methyl-4-[5-(4,4,5,5-tetramethyl-1,3,2-dioxaborolan-2-yl)-2-pyridyl]piperazine), CN1CCN(CC1)C1=NC=C(C=C1)B1OC(C(O1)(C)C)(C)C (1-methyl-4-[5-(4,4,5,5-tetramethyl-1,3,2-dioxaborolan-2-yl)-2-pyridyl]piperazine), C1(CCCCC1)P(C1=C(C=CC=C1)C=1C(=C(C=CC1OC)S(=O)(=O)O[Na])OC)C1CCCCC1 ([3-(2-dicyclohexylphosphanylphenyl)-2,4-dimethoxy-phenyl]sulfonyloxysodium), C(=O)([O-])[O-].[Na+].[Na+] (Na2CO3). The reagents and catalysts are CC(=O)[O-].CC(=O)[O-].[Pd+2] (Pd(OAc)2). Run in CC(C)O (IPA). Conditions: temperature 90 celsius. Product: COC1=C(C=CC=C1)C(CNC1=NC=NC(=C1)C=1C=NC(=CC1)N1CCN(CC1)C)C (N-(2-(2-methoxyphenyl)propyl)-6-(6-(4-methylpiperazin-1-yl)pyridin-3-yl)pyrimidin-4-amine), Compound 2013. Yield: 42.0%. Reaction SMILES: Cl[C:2]1[N:7]=[CH:6][N:5]=[C:4]([NH:8][CH2:9][CH:10]([C:12]2[CH:17]=[CH:16][CH:15]=[CH:14][C:13]=2[O:18][CH3:19])[CH3:11])[CH:3]=1.[CH3:20][N:21]1[CH2:26][CH2:25][N:24]([C:27]2[CH:32]=[CH:31][C:30](B3OC(C)(C)C(C)(C)O3)=[CH:29][N:28]=2)[CH2:23][CH2:22]1.C1(P(C2CCCCC2)C2C=CC=CC=2C2C(OC)=C(S(O[Na])(=O)=O)C=CC=2OC)CCCCC1.C([O-])([O-])=O.[Na+].[Na+]>CC(O)C.CC([O-])=O.CC([O-])=O.[Pd+2]>[CH3:19][O:18][C:13]1[CH:14]=[CH:15][CH:16]=[CH:17][C:12]=1[CH:10]([CH3:11])[CH2:9][NH:8][C:4]1[CH:3]=[C:2]([C:30]2[CH:29]=[N:28][C:27]([N:24]3[CH2:23][CH2:22][N:21]([CH3:20])[CH2:26][CH2:25]3)=[CH:32][CH:31]=2)[N:7]=[CH:6][N:5]=1 |f:3.4.5,7.8.9|. Reported procedure: As shown in step 4-vi of Scheme 4, a mixture of 6-chloro-N-(2-(2-methoxyphenyl)propyl)pyrimidin-4-amine (75.0 mg, 0.270 mmol), 1-methyl-4-[5-(4,4,5,5-tetramethyl-1,3,2-dioxaborolan-2-yl)-2-pyridyl]piperazine (Compound 2007, 90.1 mg, 0.297 mmol), Pd(OAc)2 (1.21 mg, 0.00540 mmol), [3-(2-dicyclohexylphosphanylphenyl)-2,4-dimethoxy-phenyl]sulfonyloxysodium (VPhos, 11.1 mg, 0.0216 mmol), and Na2CO3 (405 μL of 2 M, 0.810 mmol) in IPA (2 mL) was degassed and back-filled with N2 (repeated 2×), then heat... Starting materials: NC1=C(C#N)C=C(C=C1)[N+](=O)[O-] (2-amino-5-nitrobenzonitrile), C([O-])([O-])=O.[K+].[K+] (potassium carbonate), C(=O)N (formamide), CN(C=O)C (N,N-dimethylformamide), resultant mixture. Run in O (water). Run at temperature 150 celsius, time 50 minute. The product is NC1=NC=NC2=CC=C(C=C12)[N+](=O)[O-] (4-amino-6-nitroquinazoline). RXN SMILES: [NH2:1][C:2]1[CH:9]=[CH:8][C:7]([N+:10]([O-:12])=[O:11])=[CH:6][C:3]=1[C:4]#[N:5].C(=O)([O-])[O-].[K+].[K+].[CH:19]([NH2:21])=O.CN(C)C=O>O>[NH2:5][C:4]1[C:3]2[C:2](=[CH:9][CH:8]=[C:7]([N+:10]([O-:12])=[O:11])[CH:6]=2)[N:1]=[CH:19][N:21]=1 |f:1.2.3|. Procedure: A mixture of 2-amino-5-nitrobenzonitrile (48.9 g), anhydrous potassium carbonate (45.6 g), formamide (240 ml) and N,N-dimethylformamide (200 ml) was stirred for 50 minutes at 150° C. and then cooled to ambient temperature. To the resultant mixture was added a small volume of water with stirring. Precipitated crystals were separated by filtration, washed three times with water and dried under reduced pressure to give crystalline 4-amino-6-nitroquinazoline (50.1 g). Starting materials: C(C)OC=1C=CC(=C(C1)N1CCCCC1)[N+](=O)[O-] (1-(5-ethoxy-2-nitro-phenyl)-piperidine). Reagents/catalysts: [Pd] (Pd—C). Yields the product C(C)OC1=CC(=C(C=C1)N)N1CCCCC1 (4-Ethoxy-2-piperidin-1-yl-phenylamine). Isolated yield 94.0%. RXN SMILES: [CH2:1]([O:3][C:4]1[CH:5]=[CH:6][C:7]([N+:16]([O-])=O)=[C:8]([N:10]2[CH2:15][CH2:14][CH2:13][CH2:12][CH2:11]2)[CH:9]=1)[CH3:2]>[Pd]>[CH2:1]([O:3][C:4]1[CH:5]=[CH:6][C:7]([NH2:16])=[C:8]([N:10]2[CH2:15][CH2:14][CH2:13][CH2:12][CH2:11]2)[CH:9]=1)[CH3:2]. Procedure details: Using a procedure similar to Example 3, step (c), 1-(5-ethoxy-2-nitro-phenyl)-piperidine (78 mg, 0.31 mmol, as prepared in the previous step) was stirred with 42 mg of 5% Pd—C under H2 to afford 64 mg (94%) of the title compound which was used immediately without further purification. Mass spectrum (ESI, m/z): Calcd. for C13H20N2O, 221.1 (M+H), found 221.1. Reaction SMILES: [C:1](#[N:2])[c:3]1[n:4][cH:5][cH:6][c:7](-[c:9]2[n:10][c:11]([O:35][CH3:36])[c:12]([O:26][c:27]3[c:28]([O:33][CH3:34])[cH:29][cH:30][cH:31][cH:32]3)[c:13]([NH:15][S:16](=[O:17])(=[O:18])[c:19]3[n:20][cH:21][c:22]([CH3:25])[cH:23][cH:24]3)[n:14]2)[cH:8]1.[ClH:37].[ClH:40].[NH2:38][OH:39].[O:41]1[CH2:42][CH2:43][O:44][CH2:45][CH2:46]1>>[C:1](=[NH:2])([c:3]1[n:4][cH:5][cH:6][c:7](-[c:9]2[n:10][c:11]([O:35][CH3:36])[c:12]([O:26][c:27]3[c:28]([O:33][CH3:34])[cH:29][cH:30][cH:31][cH:32]3)[c:13]([NH:15][S:16](=[O:17])(=[O:18])[c:19]3[n:20][cH:21][c:22]([CH3:25])[cH:23][cH:24]3)[n:14]2)[cH:8]1)[NH:38][OH:39]. Starting materials: COc1ccccc1Oc1c(NS(=O)(=O)c2ccc(C)cn2)nc(-c2ccnc(C#N)c2)nc1OC, Cl, Cl, NO, C1COCCO1. The product is COc1ccccc1Oc1c(NS(=O)(=O)c2ccc(C)cn2)nc(-c2ccnc(C(=N)NO)c2)nc1OC. Starting materials: BrCc1ccccc1, Br, O=C([O-])[O-], [K+], [K+], CN(C)C=O, O=c1[nH]c(O)cc2ncc3ccccc3c12. Yields the product O=c1[nH]c(OCc2ccccc2)cc2ncc3ccccc3c12. As a reaction SMILES: [Br:24][CH2:25][c:26]1[cH:27][cH:28][cH:29][cH:30][cH:31]1.[BrH:1].[C:18](=[O:19])([O-:20])[O-:21].[K+:22].[K+:23].[O:32]=[CH:33][N:34]([CH3:35])[CH3:36].[OH:2][c:3]1[nH:4][c:5](=[O:17])[c:6]2[c:7]3[cH:8][cH:9][cH:10][cH:11][c:12]3[cH:13][n:14][c:15]2[cH:16]1>>[O:2]([c:3]1[nH:4][c:5](=[O:17])[c:6]2[c:7]3[cH:8][cH:9][cH:10][cH:11][c:12]3[cH:13][n:14][c:15]2[cH:16]1)[CH2:25][c:26]1[cH:27][cH:28][cH:29][cH:30][cH:31]1. Starting materials: BrC1=NC(=CN=C1)C1=CC=C(C=C1)C (2-bromo-6-(4-methylphenyl)pyrazine), C(C)(C)N(C(C)C)CC (N,N-diisopropylethylamine), C(CCC)NCC1=CC(=C(OCC(=O)OCC)C=C1)C (ethyl {4-[(butylamino)methyl]-2-methylphenoxy}acetate). Yields the product C(CCC)N(C1=NC(=CN=C1)C1=CC=C(C=C1)C)CC1=CC(=C(OCC(=O)OCC)C=C1)C (Ethyl [4-({butyl[6-(4-methylphenyl)pyrazin-2-yl]amino}methyl)-2-methylphenoxy]acetate). Procedure: A mixture of 2-bromo-6-(4-methylphenyl)pyrazine (0.25 g, 1 mmol), N,N-diisopropylethylamine (0.35 mL, 2 mmol) and ethyl {4-[(butylamino)methyl]-2-methylphenoxy}acetate (0.42 g, 1.5 mmol) was heated at 100° C. in a sealed reactivial for 18 h. The reaction mixture was then allowed to come to room temperature and the residue dissolved in CH2Cl2 (30 mL), the organic extract was washed water (15 mL) and passed through a hydrophobic frit before concentrating in vacuo. Purification by Biotage™ chromato... Isolated yield 8.3%. RXN SMILES: Br[C:2]1[CH:7]=[N:6][CH:5]=[C:4]([C:8]2[CH:13]=[CH:12][C:11]([CH3:14])=[CH:10][CH:9]=2)[N:3]=1.C(N(CC)C(C)C)(C)C.[CH2:24]([NH:28][CH2:29][C:30]1[CH:42]=[CH:41][C:33]([O:34][CH2:35][C:36]([O:38][CH2:39][CH3:40])=[O:37])=[C:32]([CH3:43])[CH:31]=1)[CH2:25][CH2:26][CH3:27]>C(Cl)Cl>[CH2:24]([N:28]([CH2:29][C:30]1[CH:42]=[CH:41][C:33]([O:34][CH2:35][C:36]([O:38][CH2:39][CH3:40])=[O:37])=[C:32]([CH3:43])[CH:31]=1)[C:2]1[CH:7]=[N:6][CH:5]=[C:4]([C:8]2[CH:13]=[CH:12][C:11]([CH3:14])=[CH:10][CH:9]=2)[N:3]=1)[CH2:25][CH2:26][CH3:27]. Solvent: C(Cl)Cl (CH2Cl2). Conditions: temperature 100 celsius. Reported procedure: A 2.0 L, three-necked, round-bottomed flask equipped with a mechanical stirrer, a condenser containing a nitrogen inlet valve, and a thermometer was charged with 250 g of 2,4-dichlorobenzoic acid, 157.1 g of 2-aminophenol, and 250 mL of polyphosphoric acid. The mixture was heated under nitrogen for 16 h. The solution was cooled to 140° C. and was poured over a chilled 1M aqueous sodium hydroxide solution. The solid brown precipitate was collected by filtration. The material was then vacuum disti... The product is ClC1=C(C=CC(=C1)Cl)C=1OC2=C(N1)C=CC=C2 (2-(2,4-Dichlorophenyl)benzoxazole). RXN SMILES: [Cl:1][C:2]1[CH:10]=[C:9]([Cl:11])[CH:8]=[CH:7][C:3]=1[C:4]([OH:6])=O.[NH2:12][C:13]1[CH:18]=[CH:17][CH:16]=[CH:15][C:14]=1O.[OH-].[Na+]>>[Cl:1][C:2]1[CH:10]=[C:9]([Cl:11])[CH:8]=[CH:7][C:3]=1[C:4]1[O:6][C:14]2[CH:15]=[CH:16][CH:17]=[CH:18][C:13]=2[N:12]=1 |f:2.3|. Run at temperature 140 celsius. The solvent is polyphosphoric acid. Reactants: ClC1=C(C(=O)O)C=CC(=C1)Cl (2,4-dichlorobenzoic acid), NC1=C(C=CC=C1)O (2-aminophenol), [OH-].[Na+] (sodium hydroxide).